From a dataset of the Open Reaction Database (ORD), a public repository of structured organic reaction records. describe an organic reaction: reactants, conditions, products, and yield Reactants: C(C1=CC=CC=C1)OC(=O)N[C@@H](COC(=O)[C@H]1N(CCC1)C([C@H](C)NC(=O)[C@H](C)N(C(=O)[C@H]1N(CCC1)C(=O)OC(C)(C)C)C)=O)C(=O)OCC(C1=CC=CC=C1)=O (tert-Butyl (S)-2-{[(S)-1-((S)-2-{(S)-2-[(S)-2-benzyloxycarbonylamino-2-(2-oxo-2-phenyl-ethoxycarbonyl)-ethoxycarbonyl]-pyrrolidin-1-yl}-1-methyl-2-oxo-ethylcarbamoyl)-ethyl]-methyl-carbamoyl}-pyrrolidine-1-carboxylate). The reagents and catalysts are [Zn] (zinc). Solvent: C(C)(=O)O (acetic acid). Conditions: temperature 25 celsius, time 3 hour. The product is C(C1=CC=CC=C1)OC(=O)N[C@@H](COC(=O)[C@H]1N(CCC1)C([C@H](C)NC(=O)[C@H](C)N(C(=O)[C@H]1N(CCC1)C(=O)OC(C)(C)C)C)=O)C(=O)O (tert-Butyl (S)-2-[((S)-1-{(S)-2-[(S)-2-((S)-2-benzyloxycarbonylamino-2-carboxyethoxycarbonyl)-pyrrolidin-1-yl]-1-methyl-2-oxo-ethylcarbamoyl}-ethyl)-methylcarbamoyl]-pyrrolidine-1-carboxylate). Reaction SMILES: [CH2:1]([O:8][C:9]([NH:11][C@H:12]([C:47]([O:49]CC(=O)C1C=CC=CC=1)=[O:48])[CH2:13][O:14][C:15]([C@@H:17]1[CH2:21][CH2:20][CH2:19][N:18]1[C:22](=[O:46])[C@@H:23]([NH:25][C:26]([C@@H:28]([N:30]([CH3:45])[C:31]([C@@H:33]1[CH2:37][CH2:36][CH2:35][N:34]1[C:38]([O:40][C:41]([CH3:44])([CH3:43])[CH3:42])=[O:39])=[O:32])[CH3:29])=[O:27])[CH3:24])=[O:16])=[O:10])[C:2]1[CH:7]=[CH:6][CH:5]=[CH:4][CH:3]=1>[Zn].C(O)(=O)C>[CH2:1]([O:8][C:9]([NH:11][C@H:12]([C:47]([OH:49])=[O:48])[CH2:13][O:14][C:15]([C@@H:17]1[CH2:21][CH2:20][CH2:19][N:18]1[C:22](=[O:46])[C@@H:23]([NH:25][C:26]([C@@H:28]([N:30]([CH3:45])[C:31]([C@@H:33]1[CH2:37][CH2:36][CH2:35][N:34]1[C:38]([O:40][C:41]([CH3:42])([CH3:43])[CH3:44])=[O:39])=[O:32])[CH3:29])=[O:27])[CH3:24])=[O:16])=[O:10])[C:2]1[CH:7]=[CH:6][CH:5]=[CH:4][CH:3]=1. Procedure details: Under argon, are introduced into a solution of 17.0 g (21.0 mmol) of the compound from example 8A in 90 pc. aqueous acetic acid and 10.3 g (158 mmol) of zinc. The reaction mixture warms slightly and is cooled to 25° C. It is stirred at this temperature for 3 h and the mixture is subsequently filtered off with suction through kieselguhr and washed with ethyl acetate. The solvent is removed on a rotary evaporator, and the residue is taken up in ethyl acetate and extracted by shaking twice with 1N ...